This data is from the Open Reaction Database (ORD), a public repository of structured organic reaction records. The task is: describe an organic reaction: reactants, conditions, products, and yield The reactants are CN(C)c1ccccn1, CCN(C(C)C)C(C)C, Cc1nc(C2CCNCC2)sc1COc1ccc(C#N)c(Cl)c1, ClCCl, O=S(=O)(Cl)C(F)(F)F. Product: Cc1nc(C2CCN(S(=O)(=O)C(F)(F)F)CC2)sc1COc1ccc(C#N)c(Cl)c1. RXN SMILES: [CH3:33][N:34]([c:35]1[cH:36][cH:37][cH:38][cH:39][n:40]1)[CH3:41].[CH:24]([N:25]([CH2:26][CH3:27])[CH:28]([CH3:29])[CH3:30])([CH3:31])[CH3:32].[Cl:1][c:2]1[c:3]([C:4]#[N:5])[cH:6][cH:7][c:8]([O:10][CH2:11][c:12]2[c:13]([CH3:23])[n:14][c:15]([CH:17]3[CH2:18][CH2:19][NH:20][CH2:21][CH2:22]3)[s:16]2)[cH:9]1.[Cl:50][CH2:51][Cl:52].[F:42][C:43]([S:44](=[O:45])(=[O:46])[Cl:47])([F:48])[F:49]>>[Cl:1][c:2]1[c:3]([C:4]#[N:5])[cH:6][cH:7][c:8]([O:10][CH2:11][c:12]2[c:13]([CH3:23])[n:14][c:15]([CH:17]3[CH2:18][CH2:19][N:20]([S:44]([C:43]([F:42])([F:48])[F:49])(=[O:45])=[O:46])[CH2:21][CH2:22]3)[s:16]2)[cH:9]1. Reactants: C1(CCC1)N1CCN(CC1)C(=O)C=1C=C2C=C(NC2=CC1)C(=O)N1CCS(CC1)(=O)=O ([5-(4-Cyclobutyl-piperazine-1-carbonyl)-1H-indol-2-yl]-(1,1-dioxothiomorpholin-4-yl)-methanone), C(#N)C=1C=C(C=CC1)B(O)O (3-cyanophenylboronic acid), N1=CC=CC=C1 (pyridine). Reagents/catalysts: C(C)(=O)[O-].[Cu+2].C(C)(=O)[O-] (copper(II) acetate). Run in ClCCl (dichloromethane). Yields the product C1(CCC1)N1CCN(CC1)C(=O)C=1C=C2C=C(N(C2=CC1)C=1C=C(C#N)C=CC1)C(=O)N1CCS(CC1)(=O)=O (3-[5-(4-Cyclobutyl-piperazine-1-carbonyl)-2-(1,1-dioxothiomorpholine-4-carbonyl)-indol-1-yl]-benzonitrile). Isolated yield 49.0%. Reaction SMILES: [CH:1]1([N:5]2[CH2:10][CH2:9][N:8]([C:11]([C:13]3[CH:14]=[C:15]4[C:19](=[CH:20][CH:21]=3)[NH:18][C:17]([C:22]([N:24]3[CH2:29][CH2:28][S:27](=[O:31])(=[O:30])[CH2:26][CH2:25]3)=[O:23])=[CH:16]4)=[O:12])[CH2:7][CH2:6]2)[CH2:4][CH2:3][CH2:2]1.[C:32]([C:34]1[CH:35]=[C:36](B(O)O)[CH:37]=[CH:38][CH:39]=1)#[N:33].N1C=CC=CC=1>ClCCl.C([O-])(=O)C.[Cu+2].C([O-])(=O)C>[CH:1]1([N:5]2[CH2:6][CH2:7][N:8]([C:11]([C:13]3[CH:14]=[C:15]4[C:19](=[CH:20][CH:21]=3)[N:18]([C:38]3[CH:39]=[C:34]([CH:35]=[CH:36][CH:37]=3)[C:32]#[N:33])[C:17]([C:22]([N:24]3[CH2:29][CH2:28][S:27](=[O:30])(=[O:31])[CH2:26][CH2:25]3)=[O:23])=[CH:16]4)=[O:12])[CH2:9][CH2:10]2)[CH2:2][CH2:3][CH2:4]1 |f:4.5.6|. Reported procedure: The title compound was synthesized in analogy to example 66, from [5-(4-cyclobutyl-piperazine-1-carbonyl)-1H-indol-2-yl]-(1,1-dioxothiomorpholin-4-yl)-methanone (example 202), 3-cyanophenylboronic acid, copper(II) acetate and pyridine in dichloromethane, to give the desired product as a colorless foam (49%). Reactants: Cc1ccc(S(=O)(=O)O)cc1, Cc1ccccc1, O=C1CC2CCC1CC2=O, OCCO. Product: O=C1CC2CCC1CC21OCCO1. As a reaction SMILES: [CH3:15][c:16]1[cH:17][cH:18][c:19]([S:20]([OH:21])(=[O:22])=[O:23])[cH:24][cH:25]1.[CH3:26][c:27]1[cH:28][cH:29][cH:30][cH:31][cH:32]1.[CH:1]12[C:2](=[O:10])[CH2:3][CH:4]([C:5](=[O:7])[CH2:6]1)[CH2:8][CH2:9]2.[OH:11][CH2:12][CH2:13][OH:14]>>[CH:1]12[C:2](=[O:10])[CH2:3][CH:4]([C:5]3([CH2:6]1)[O:7][CH2:13][CH2:12][O:11]3)[CH2:8][CH2:9]2. Reactants: Cl (hydrochloric acid), ( ii ), CN1C(N(CC1C(=O)OC)C1=NC=CC=N1)=O (methyl 3-methyl-2-oxo-1-(2-pyrimidinyl)-4-imidazolidinecarboxylate), [OH-].[Li+] (lithium hydroxide). Run in C1CCOC1 (THF), O (water). Conditions: temperature 2.5 celsius, time 1 hour. The product is CN1C(N(CC1C(=O)O)C1=NC=CC=N1)=O (3-methyl-2-oxo-1-(2-pyrimidinyl)-4-imidazolidinecarboxylic acid). Reaction SMILES: [CH3:1][N:2]1[CH:6]([C:7]([O:9]C)=[O:8])[CH2:5][N:4]([C:11]2[N:16]=[CH:15][CH:14]=[CH:13][N:12]=2)[C:3]1=[O:17].[OH-].[Li+].Cl>C1COCC1.O>[CH3:1][N:2]1[CH:6]([C:7]([OH:9])=[O:8])[CH2:5][N:4]([C:11]2[N:12]=[CH:13][CH:14]=[CH:15][N:16]=2)[C:3]1=[O:17] |f:1.2|. Procedure: A suspension of methyl 3-methyl-2-oxo-4-imidazolidinecarboxylate (316 mg, 2 mmol) (prepared as described in step (ii) of Example 8) in THF (10 ml) was stirred at −40° C. Lithium hexamethyldisilazide (2 ml, 1M solution in THF) was added dropwise and the mixture was stirred at −40° C. for 15 minutes and then at −70° C. for 1 hour. A solution of 2-bromopyrimidine (318 mg, 2 mmol) in THF (1 ml) was added dropwise and the reaction was stirred at −70° C. for 1 hour and then warmed to 0° C. over 1 hour... The reactants are Cc1ccccc1C(NC(=O)Nc1ccc(Cl)cc1)C(=O)O, Cl, Nc1ccc(C(=O)N2CCCC2)cc1, O=P(Cl)(Cl)Cl, c1ccncc1. The product is Cc1ccccc1C(NC(=O)Nc1ccc(Cl)cc1)C(=O)Nc1ccc(C(=O)N2CCCC2)cc1. RXN SMILES: [CH3:1][c:2]1[c:3]([CH:8]([C:9](=[O:10])[OH:11])[NH:12][C:13](=[O:14])[NH:15][c:16]2[cH:17][cH:18][c:19]([Cl:22])[cH:20][cH:21]2)[cH:4][cH:5][cH:6][cH:7]1.[ClH:23].[N:24]1([C:29](=[O:30])[c:31]2[cH:32][cH:33][c:34]([NH2:37])[cH:35][cH:36]2)[CH2:25][CH2:26][CH2:27][CH2:28]1.[P:38]([Cl:39])([Cl:40])([Cl:41])=[O:42].[cH:43]1[cH:44][cH:45][n:46][cH:47][cH:48]1>>[CH3:1][c:2]1[c:3]([CH:8]([C:9](=[O:11])[NH:37][c:34]2[cH:33][cH:32][c:31]([C:29]([N:24]3[CH2:25][CH2:26][CH2:27][CH2:28]3)=[O:30])[cH:36][cH:35]2)[NH:12][C:13](=[O:14])[NH:15][c:16]2[cH:17][cH:18][c:19]([Cl:22])[cH:20][cH:21]2)[cH:4][cH:5][cH:6][cH:7]1. Reactants: Cc1c(C(=O)Cl)cnn1-c1ccc(Cl)cc1, N#Cc1cc(N)ccc1OCCN1CCOCC1. Yields the product Cc1c(C(=O)Nc2ccc(OCCN3CCOCC3)c(C#N)c2)cnn1-c1ccc(Cl)cc1. Reaction SMILES: [Cl:1][c:2]1[cH:3][cH:4][c:5](-[n:8]2[n:9][cH:10][c:11]([C:14](=[O:15])[Cl:16])[c:12]2[CH3:13])[cH:6][cH:7]1.[NH2:17][c:18]1[cH:19][cH:20][c:21]([O:26][CH2:27][CH2:28][N:29]2[CH2:30][CH2:31][O:32][CH2:33][CH2:34]2)[c:22]([C:23]#[N:24])[cH:25]1>>[Cl:1][c:2]1[cH:3][cH:4][c:5](-[n:8]2[n:9][cH:10][c:11]([C:14](=[O:15])[NH:17][c:18]3[cH:19][cH:20][c:21]([O:26][CH2:27][CH2:28][N:29]4[CH2:30][CH2:31][O:32][CH2:33][CH2:34]4)[c:22]([C:23]#[N:24])[cH:25]3)[c:12]2[CH3:13])[cH:6][cH:7]1.